From a dataset of the Open Reaction Database (ORD), a public repository of structured organic reaction records. describe an organic reaction: reactants, conditions, products, and yield Reactants: Cl (HCl), O (water), C1(CC1)CCOC1=NC(=C2N=C(N(C2=N1)CC1COCC1)OC)N (2-[(2-cyclopropylethyl)oxy]-8-(methyloxy)-9-(tetrahydro-3-furanylmethyl)-9H-purin-6-amine), C(C)O (ethanol). Run in O1CCOCC1 (dioxan), CO (methanol). Reaction conditions: time 3 hour. Product: NC1=C2NC(N(C2=NC(=N1)OCCC1CC1)CC1COCC1)=O (6-Amino-2-[(2-cyclopropylethyl)oxy]-9-(tetrahydro-3-furanylmethyl)-7,9-dihydro-8H-purin-8-one). RXN SMILES: [CH:1]1([CH2:4][CH2:5][O:6][C:7]2[N:15]=[C:14]3[C:10]([N:11]=[C:12]([O:22]C)[N:13]3[CH2:16][CH:17]3[CH2:21][CH2:20][O:19][CH2:18]3)=[C:9]([NH2:24])[N:8]=2)[CH2:3][CH2:2]1.Cl.C(O)C.O>CO.O1CCOCC1>[NH2:24][C:9]1[N:8]=[C:7]([O:6][CH2:5][CH2:4][CH:1]2[CH2:3][CH2:2]2)[N:15]=[C:14]2[C:10]=1[NH:11][C:12](=[O:22])[N:13]2[CH2:16][CH:17]1[CH2:21][CH2:20][O:19][CH2:18]1. Reported procedure: To a stirring suspension of 2-[(2-cyclopropylethyl)oxy]-8-(methyloxy)-9-(tetrahydro-3-furanylmethyl)-9H-purin-6-amine (814 mg) in methanol (3 ml) was added 4N HCl in dioxan (3 ml). After 3 h, the solvents were evaporated and the residue treated with water and neutralised by addition of saturated sodium bicarbonate with stirring. The resulting cream coloured solid was filtered off, washed with water and dried. The material was suspended in 1:1 ethanol:water (42 ml) but did not dissolve on boiling... The reactants are ClC1=CC=C(C=C1)S(=O)(=O)NCCCCC(CCC(=O)OC)CCCC=1C=NC=CC1 (methyl 8-(p-chlorophenylsulfonamido)-4-[3-(3-pyridyl)propyl]-octanoate), C(C)#N (acetonitrile), [OH-].[Li+] (lithium hydroxide), C(C)(=O)O (Acetic acid). Solvent: O (water), O (water). Conditions: time 8 hour. Product: ClC1=CC=C(C=C1)S(=O)(=O)NCCCCC(CCC(=O)O)CCCC=1C=NC=CC1 (8-(p-chlorophenylsulfonamido)-4-[3-(3-pyridyl)propyl]-octanoic acid). RXN SMILES: [Cl:1][C:2]1[CH:7]=[CH:6][C:5]([S:8]([NH:11][CH2:12][CH2:13][CH2:14][CH2:15][CH:16]([CH2:23][CH2:24][CH2:25][C:26]2[CH:27]=[N:28][CH:29]=[CH:30][CH:31]=2)[CH2:17][CH2:18][C:19]([O:21]C)=[O:20])(=[O:10])=[O:9])=[CH:4][CH:3]=1.C(#N)C.[OH-].[Li+].C(O)(=O)C>O>[Cl:1][C:2]1[CH:7]=[CH:6][C:5]([S:8]([NH:11][CH2:12][CH2:13][CH2:14][CH2:15][CH:16]([CH2:23][CH2:24][CH2:25][C:26]2[CH:27]=[N:28][CH:29]=[CH:30][CH:31]=2)[CH2:17][CH2:18][C:19]([OH:21])=[O:20])(=[O:9])=[O:10])=[CH:4][CH:3]=1 |f:2.3|. Reported procedure: A mixture of 3046 g of methyl 8-(p-chlorophenylsulfonamido)-4-[3-(3-pyridyl)propyl]-octanoate, 10 l of acetonitrile and 6701 ml of 2M lithium hydroxide is stirred at room temperature overnight, and then diluted with 20 l of water. Acetic acid (1 l) is added to adjust pH to 5.5 and additional water (12 l) is added. The precipitated product is collected and resuspended in 50 l of water. The suspension is stirred, the precipitate is collected, washed with water and dried at 60°/3 mm Hg (=4.00 mbar)... The reactants are BrC1=CC=C(C=C1)C(=O)N1CCN(CC1)C1=NC=C(C=C1C)C ((4-bromophenyl)[4-(3,5-dimethylpyridin-2-yl)piperazin-1-yl]methanone), COC1=CC=C(CN2C(NC(C2)C)=O)C=C1 (1-(4-methoxybenzyl)-4-methylimidazolidin-2-one). The product is CC=1C(=NC=C(C1)C)N1CCN(CC1)C(=O)C1=CC=C(C=C1)N1C(N(CC1C)CC1=CC=C(C=C1)OC)=O (3-{4-[4-(3,5-dimethylpyridin-2-yl)piperazine-1-carbonyl]phenyl}-1-(4-methoxybenzyl)-4-methylimidazolidin-2-one). Yield: 63.2%. As a reaction SMILES: Br[C:2]1[CH:7]=[CH:6][C:5]([C:8]([N:10]2[CH2:15][CH2:14][N:13]([C:16]3[C:21]([CH3:22])=[CH:20][C:19]([CH3:23])=[CH:18][N:17]=3)[CH2:12][CH2:11]2)=[O:9])=[CH:4][CH:3]=1.[CH3:24][O:25][C:26]1[CH:39]=[CH:38][C:29]([CH2:30][N:31]2[CH2:35][CH:34]([CH3:36])[NH:33][C:32]2=[O:37])=[CH:28][CH:27]=1>>[CH3:22][C:21]1[C:16]([N:13]2[CH2:14][CH2:15][N:10]([C:8]([C:5]3[CH:6]=[CH:7][C:2]([N:33]4[CH:34]([CH3:36])[CH2:35][N:31]([CH2:30][C:29]5[CH:38]=[CH:39][C:26]([O:25][CH3:24])=[CH:27][CH:28]=5)[C:32]4=[O:37])=[CH:3][CH:4]=3)=[O:9])[CH2:11][CH2:12]2)=[N:17][CH:18]=[C:19]([CH3:23])[CH:20]=1. Procedure: Using (4-bromophenyl)[4-(3,5-dimethylpyridin-2-yl)piperazin-1-yl]methanone (150 mg) described in Preparation Example 165 and 1-(4-methoxybenzyl)-4-methylimidazolidin-2-one (132 mg) described in Preparation Example 52 and by the reaction and treatment in the same manner as in Example 1, the title compound (130 mg) was obtained. The reactants are [NH4+].[Cl-] (NH4Cl), C(C(=O)O)(=O)O.OC=1C=CC2=C(SC(=C2CC2=CC(=C(C=C2)CN2CCCC2)C)C2=CC=C(C=C2)NC(=O)C2N(C(CC2)=O)C)C1 (6-Hydroxy-3-[3-methyl-4-(1-pyrrolidinylmethyl)benzyl]-2-[4-(1-methyl-5-oxopyrrolidin-2-ylcarbonylamino)phenyl]benzo[b]thiophene Oxalate), [H-].[Na+] (NaH), CI (methyl iodide). The solvent is CCOC(=O)C (EtOAc), CN(C)C=O (DMF). Conditions: temperature 0 celsius, time 1 hour. The product is C(C(=O)O)(=O)O.OC=1C=CC2=C(SC(=C2CC2=CC(=C(C=C2)CN2CCCC2)C)C2=CC=C(C=C2)N(C(=O)C2N(C(CC2)=O)C)C)C1 (6-Hydroxy-3-[3-methyl-4-(1-pyrrolidinylmethyl)benzyl]-2-[4-[(methyl)(1-methyl-5-oxopyrrolidin-2-ylcarbonyl)amino]phenyl]benzo[b]thiophene Oxalate). Isolated yield 24.0%. As a reaction SMILES: [C:1]([OH:6])(=[O:5])[C:2]([OH:4])=[O:3].[OH:7][C:8]1[CH:9]=[CH:10][C:11]2[C:15]([CH2:16][C:17]3[CH:22]=[CH:21][C:20]([CH2:23][N:24]4[CH2:28][CH2:27][CH2:26][CH2:25]4)=[C:19]([CH3:29])[CH:18]=3)=[C:14]([C:30]3[CH:35]=[CH:34][C:33]([NH:36][C:37]([CH:39]4[CH2:43][CH2:42][C:41](=[O:44])[N:40]4[CH3:45])=[O:38])=[CH:32][CH:31]=3)[S:13][C:12]=2[CH:46]=1.[H-].[Na+].CI.[NH4+].[Cl-]>CN(C=O)C.CCOC(C)=O>[C:1]([OH:6])(=[O:5])[C:2]([OH:4])=[O:3].[OH:7][C:8]1[CH:9]=[CH:10][C:11]2[C:15]([CH2:16][C:17]3[CH:22]=[CH:21][C:20]([CH2:23][N:24]4[CH2:28][CH2:27][CH2:26][CH2:25]4)=[C:19]([CH3:29])[CH:18]=3)=[C:14]([C:30]3[CH:35]=[CH:34][C:33]([N:36]([CH3:1])[C:37]([CH:39]4[CH2:43][CH2:42][C:41](=[O:44])[N:40]4[CH3:45])=[O:38])=[CH:32][CH:31]=3)[S:13][C:12]=2[CH:46]=1 |f:0.1,2.3,5.6,9.10|. Procedure details: A 0° C. solution of 6-hydroxy-3-[3-methyl-4-(1-pyrrolidinylmethyl)benzyl]-2-[4-(1-methyl-5-oxopyrrolidin-2-ylcarbonylamino)phenyl]benzo[b]thiophene from Example 29, Part B (150 mg; 0.264 mmol) in 5 mL of dry DMF was treated with NaH (16 mg; 0.37 mmol). After 1 hr, methyl iodide (0.017 mL; 0.264 mmol) was quickly added via a syringe. The resulting mixture was stirred at 0° C. for 30 min, then it was allowed to warm to ambient temperature. The reaction mixture was poured into saturated aqueous NH4... The reactants are N1(C=NC=C1)CC(CS(=O)(=O)C1=CC=CC=C1)=O (1-(1-imidazolyl)-3-phenylsulfonylpropan-2-one), product, [Na] (sodium). Solvent: CO (methanol), CO (methanol). Run at time 2 hour. Yields the product N1(C=NC=C1)CC(CS(=O)(=O)C1=CC=CC=C1)O (1-(1-Imidazolyl)-3-phenylsulfonyl-propan-2-ol). The yield is 88.6%. As a reaction SMILES: [N:1]1([CH2:6][C:7](=[O:18])[CH2:8][S:9]([C:12]2[CH:17]=[CH:16][CH:15]=[CH:14][CH:13]=2)(=[O:11])=[O:10])[CH:5]=[CH:4][N:3]=[CH:2]1.[Na]>CO>[N:1]1([CH2:6][CH:7]([OH:18])[CH2:8][S:9]([C:12]2[CH:17]=[CH:16][CH:15]=[CH:14][CH:13]=2)(=[O:10])=[O:11])[CH:5]=[CH:4][N:3]=[CH:2]1 |^1:18|. Procedure details: To a stirred mixture of 10 g (0.0377 mole) 1-(1-imidazolyl)-3-phenylsulfonylpropan-2-one (the product of Example 11) in 50 ml methanol cooled in an ice-water bath, 0.9 g (0.0237 mole) sodium borhydride, was added in 5 portions. The reaction mixture became viscous, and methanol (100 ml) was added. The reaction mixture was allowed to come to room temperature and to stir for about 11/2 hours. The reaction mixture was cooled in an ice-water bath and the product removed by filtration. The precipiate ... Starting materials: CSC1=NC(=NN1)C1=CC=NC=C1 (4-(5-methylsulfanyl-1H-[1,2,4]triazol-3-yl)-pyridine), CN1CCCC1=O (NMP), NCC(=O)NC1=CC(=CC=C1)Cl (2-amino-N-(3-chlorophenyl)-acetamide). Reaction conditions: temperature 140 celsius. Procedure: The sulfone from Step B (101 mg, 0.567 mmol) was dissolved in NMP (2 ml). To this solution 2-amino-N-(3-chlorophenyl)-acetamide (116 mg, 5 mmol) was added, and the mixture was heated at 140° C. for 12 h. The mixture was loaded directly onto an HPLC reverse phase column and purified by water to acetonitrile gradient in the presence of 0.1% trifluoroacetic acid. The aqueous phase was evaporated by lyophilization to yield the title compound as a fluffy white solid (166 mg, 85% yield). ES (MS): 345.... The product is ClC=1C=C(C=CC1)NC(CNC=1NN=C(N1)C=1C=NC=CC1)=O (N-(3-Chloro-phenyl)-2-(5-pyridin-3-yl-2H-[1,2,4]triazol-3-ylamino)-acetamide). Reaction SMILES: CS[C:3]1[NH:7][N:6]=[C:5]([C:8]2[CH:13]=[CH:12]N=C[CH:9]=2)[N:4]=1.[NH2:14][CH2:15][C:16]([NH:18][C:19]1[CH:24]=[CH:23][CH:22]=[C:21]([Cl:25])[CH:20]=1)=[O:17].[CH3:26][N:27]1C(=O)CCC1>>[Cl:25][C:21]1[CH:20]=[C:19]([NH:18][C:16](=[O:17])[CH2:15][NH:14][C:3]2[NH:7][N:6]=[C:5]([C:8]3[CH:9]=[N:27][CH:26]=[CH:12][CH:13]=3)[N:4]=2)[CH:24]=[CH:23][CH:22]=1. Isolated yield 85.0%. Starting materials: CC(=O)O, CO, N#N, Nc1n[nH]c2ncnc(Nc3cccc(Cl)c3)c12, O, COc1cc(C=O)ccc1O. Yields the product COc1cc(CNc2n[nH]c3ncnc(Nc4cccc(Cl)c4)c23)ccc1O. Reaction SMILES: [CH3:32][C:33](=[O:34])[OH:35].[CH3:36][OH:37].[N:12]#[N:13].[NH2:14][c:15]1[n:16][nH:17][c:18]2[n:19][cH:20][n:21][c:22]([NH:24][c:25]3[cH:26][c:27]([Cl:31])[cH:28][cH:29][cH:30]3)[c:23]12.[OH2:38].[OH:1][c:2]1[c:3]([O:10][CH3:11])[cH:4][c:5]([CH:6]=[O:7])[cH:8][cH:9]1>>[OH:1][c:2]1[c:3]([O:10][CH3:11])[cH:4][c:5]([CH2:6][NH:14][c:15]2[n:16][nH:17][c:18]3[n:19][cH:20][n:21][c:22]([NH:24][c:25]4[cH:26][c:27]([Cl:31])[cH:28][cH:29][cH:30]4)[c:23]23)[cH:8][cH:9]1. Reactants: ClC1=NC=CC(=C1)Cl (2,4-dichloropyridine), C1CCOC1 (THF), C(CCC)[Li] (Normal-butyllithium), solution, C(C)(C)NC(C)C (N,N-diisopropylamine), C1CCOC1 (THF), isobutylaldehyde, C1CCOC1 (THF), ice water. Run in CCCCCC (hexane). Conditions: temperature 0 celsius, time 1.5 hour. Yields the product ClC1=NC=CC(=C1C(C(C)C)O)Cl (1-(2,4-dichloropyridin-3-yl)-2-methylpropan-1-ol). Yield: 99.0%. RXN SMILES: C([Li])[CH2:2][CH2:3][CH3:4].C(NC(C)C)(C)C.[Cl:13][C:14]1[CH:19]=[C:18]([Cl:20])[CH:17]=[CH:16][N:15]=1.C1C[O:24][CH2:23]C1>CCCCCC>[Cl:13][C:14]1[C:19]([CH:23]([OH:24])[CH:3]([CH3:2])[CH3:4])=[C:18]([Cl:20])[CH:17]=[CH:16][N:15]=1. Procedure: Normal-butyllithium (a 1.6 M solution in hexane, 8.13 mL) was dropwise added to a solution of N,N-diisopropylamine (1.99 mL) in THF (30 mL) at −78° C. under a nitrogen atmosphere, followed by increasing the temperature to 0° C. Then, the solution was cooled to −78° C., and a solution of 2,4-dichloropyridine (1.0 g) in THF (3 mL) wad dropwise added thereto at −78° C., followed by stirring for 1.5 hr. Then, a solution of isobutylaldehyde (1.85 mL) in THF (3 mL) was dropwise added to the reaction s... The reactants are C(C)(=O)N1CCN(CC1)C1=CC(=C(C=C1)N)C (1-Acetyl-4-(4-amino-3-methylphenyl)piperazine), CS(=O)(=O)Cl (Methanesulphonyl chloride). The solvent is N1=CC=CC=C1 (pyridine). Yields the product C(C)(=O)N1CCN(CC1)C1=CC(=C(C=C1)NS(=O)(=O)C)C (1-Acetyl-4-(4-methanesulphonamido-3-methylphenyl)piperazine). As a reaction SMILES: [C:1]([N:4]1[CH2:9][CH2:8][N:7]([C:10]2[CH:15]=[CH:14][C:13]([NH2:16])=[C:12]([CH3:17])[CH:11]=2)[CH2:6][CH2:5]1)(=[O:3])[CH3:2].[CH3:18][S:19](Cl)(=[O:21])=[O:20]>N1C=CC=CC=1>[C:1]([N:4]1[CH2:5][CH2:6][N:7]([C:10]2[CH:15]=[CH:14][C:13]([NH:16][S:19]([CH3:18])(=[O:21])=[O:20])=[C:12]([CH3:17])[CH:11]=2)[CH2:8][CH2:9]1)(=[O:3])[CH3:2]. Procedure details: 1-Acetyl-4-(4-amino-3-methylphenyl)piperazine (7.89 g) was dissolved in pyridine (130 ml). Methanesulphonyl chloride (7.9 ml) was added dropwise with stirring. The mixture was reduced in volume after 2 hours by evaporation and then stirred overnight. The resulting slurry was partitioned between water (125 ml) and dichloromethane (100 ml), and the aqueous layer was further extracted with dichloromethane (2×100 ml), 5% methanol in dichloromethane (2×100 ml), and ethyl acetate (2×125 ml). The combi... Starting materials: C(C)(=O)OC=1C=C2C=C(C=NC2=CC1)Br (3-Bromoquinolin-6-yl acetate), CN1N=CC(=C1)B1OC(C(O1)(C)C)(C)C (1-methyl-4-(4,4,5,5-tetramethyl-1,3,2-dioxaborolan-2-yl)-1H-pyrazole), C(=O)([O-])[O-].[Na+].[Na+] (Na2CO3). The reagents and catalysts are C=1C=CC(=CC1)[P](C=2C=CC=CC2)(C=3C=CC=CC3)[Pd]([P](C=4C=CC=CC4)(C=5C=CC=CC5)C=6C=CC=CC6)([P](C=7C=CC=CC7)(C=8C=CC=CC8)C=9C=CC=CC9)[P](C=1C=CC=CC1)(C=1C=CC=CC1)C=1C=CC=CC1 (Pd(PPh3)4). Solvent: CN(C)C=O (DMF). Conditions: temperature 90 celsius. Yields the product CN1N=CC(=C1)C=1C=NC2=CC=C(C=C2C1)O (3-(1-methyl-1H-pyrazol-4-yl)quinolin-6-ol). Isolated yield 72.2%. RXN SMILES: C([O:4][C:5]1[CH:6]=[C:7]2[C:12](=[CH:13][CH:14]=1)[N:11]=[CH:10][C:9](Br)=[CH:8]2)(=O)C.[CH3:16][N:17]1[CH:21]=[C:20](B2OC(C)(C)C(C)(C)O2)[CH:19]=[N:18]1.C([O-])([O-])=O.[Na+].[Na+]>CN(C=O)C.C1C=CC([P]([Pd]([P](C2C=CC=CC=2)(C2C=CC=CC=2)C2C=CC=CC=2)([P](C2C=CC=CC=2)(C2C=CC=CC=2)C2C=CC=CC=2)[P](C2C=CC=CC=2)(C2C=CC=CC=2)C2C=CC=CC=2)(C2C=CC=CC=2)C2C=CC=CC=2)=CC=1>[CH3:16][N:17]1[CH:21]=[C:20]([C:9]2[CH:10]=[N:11][C:12]3[C:7]([CH:8]=2)=[CH:6][C:5]([OH:4])=[CH:14][CH:13]=3)[CH:19]=[N:18]1 |f:2.3.4,^1:45,47,66,85|. Reported procedure: A mixture of Intermediate A (1.8 g, 6.76 mmol), 1-methyl-4-(4,4,5,5-tetramethyl-1,3,2-dioxaborolan-2-yl)-1H-pyrazole (1.548 g, 7.44 mmol), Na2CO3 (2.151 g, 20.29 mmol) and Pd(PPh3)4 (0.782 g, 0.676 mmol) in DMF (10 ml) was bubbled with argon for 10 min. Then the mixture was heated at 90° C. for 5 h. After being cooled to rt, the mixture was diluted with EtOAc (40 ml), washed with water and brine, dried over Na2SO4, filtered and concentrated. The residue was recrystallized from EtOAc to afford th...